This data is from the Open Reaction Database (ORD), a public repository of structured organic reaction records. The task is: describe an organic reaction: reactants, conditions, products, and yield Starting materials: [Cl-], O=[N+]([O-])c1cccc(-c2nn3ccsc3c2-c2ccncc2)c1, [NH4+], [Na+], O=C([O-])O, C1COCCO1, O, O, [Zn]. Product: Nc1cccc(-c2nn3ccsc3c2-c2ccncc2)c1. As a reaction SMILES: [Cl-:24].[N+:1]([O-:2])(=[O:3])[c:4]1[cH:5][c:6](-[c:10]2[n:11][n:12]3[c:13]([s:14][cH:15][cH:16]3)[c:17]2-[c:18]2[cH:19][cH:20][n:21][cH:22][cH:23]2)[cH:7][cH:8][cH:9]1.[NH4+:25].[Na+:30].[O-:26][C:27]([OH:28])=[O:29].[O:32]1[CH2:33][CH2:34][O:35][CH2:36][CH2:37]1.[OH2:31].[OH2:38].[Zn:39]>>[NH2:1][c:4]1[cH:5][c:6](-[c:10]2[n:11][n:12]3[c:13]([s:14][cH:15][cH:16]3)[c:17]2-[c:18]2[cH:19][cH:20][n:21][cH:22][cH:23]2)[cH:7][cH:8][cH:9]1. The reactants are CCOC(=O)CCNC(=O)c1[nH]c(C)c(-c2nc3ccc(C(=O)c4ccccc4)cc3[nH]2)c1C, CCO, Cl, [Na+], C1CCOC1, [OH-]. Yields the product Cc1[nH]c(C(=O)NCCC(=O)O)c(C)c1-c1nc2ccc(C(=O)c3ccccc3)cc2[nH]1. As a reaction SMILES: [CH2:1]([CH3:2])[O:3][C:4](=[O:5])[CH2:6][CH2:7][NH:8][C:9](=[O:10])[c:11]1[nH:12][c:13]([CH3:34])[c:14](-[c:17]2[nH:18][c:19]3[c:20]([n:21]2)[cH:22][cH:23][c:24]([C:26]([c:27]2[cH:28][cH:29][cH:30][cH:31][cH:32]2)=[O:33])[cH:25]3)[c:15]1[CH3:16].[CH3:43][CH2:44][OH:45].[ClH:37].[Na+:36].[O:38]1[CH2:39][CH2:40][CH2:41][CH2:42]1.[OH-:35]>>[O:3]=[C:4]([OH:5])[CH2:6][CH2:7][NH:8][C:9](=[O:10])[c:11]1[nH:12][c:13]([CH3:34])[c:14](-[c:17]2[nH:18][c:19]3[c:20]([n:21]2)[cH:22][cH:23][c:24]([C:26]([c:27]2[cH:28][cH:29][cH:30][cH:31][cH:32]2)=[O:33])[cH:25]3)[c:15]1[CH3:16]. The reactants are CC=1C=C(C(=O)O)C=CC1C (3,4-dimethyl benzoic acid), S(=O)(Cl)Cl (thionyl chloride), CO (methanol). The solvent is CN(C)C=O (DMF). Reported procedure: 15.0 g of 3,4-dimethyl benzoic acid, 29.0 ml of thionyl chloride, 100 ml of methanol, and 1 ml of DMF were processed in a similar manner as in Reference Example 14-(1) to give 15.7 g of methyl 3,4-dimethylbenzoate. RXN SMILES: [CH3:1][C:2]1[CH:3]=[C:4]([CH:8]=[CH:9][C:10]=1[CH3:11])[C:5]([OH:7])=[O:6].S(Cl)(Cl)=O.[CH3:16]O>CN(C=O)C>[CH3:1][C:2]1[CH:3]=[C:4]([CH:8]=[CH:9][C:10]=1[CH3:11])[C:5]([O:7][CH3:16])=[O:6]. The product is CC=1C=C(C(=O)OC)C=CC1C (methyl 3,4-dimethylbenzoate). Reactants: CO, Cn1c(S)nnc1C(c1ccc(Cl)cc1)c1ccc2c(c1)c(-c1cccc(Cl)c1)cc1nnnn12, CI, O. Product: CSc1nnc(C(c2ccc(Cl)cc2)c2ccc3c(c2)c(-c2cccc(Cl)c2)cc2nnnn23)n1C. As a reaction SMILES: [CH3:39][OH:40].[Cl:3][c:4]1[cH:5][cH:6][c:7]([CH:10]([c:11]2[n:12]([CH3:17])[c:13]([SH:16])[n:14][n:15]2)[c:18]2[cH:19][c:20]3[c:21](-[c:31]4[cH:32][c:33]([Cl:37])[cH:34][cH:35][cH:36]4)[cH:22][c:23]4[n:24]([c:25]3[cH:26][cH:27]2)[n:28][n:29][n:30]4)[cH:8][cH:9]1.[I:1][CH3:2].[OH2:38]>>[CH3:2][S:16][c:13]1[n:12]([CH3:17])[c:11]([CH:10]([c:7]2[cH:6][cH:5][c:4]([Cl:3])[cH:9][cH:8]2)[c:18]2[cH:19][c:20]3[c:21](-[c:31]4[cH:32][c:33]([Cl:37])[cH:34][cH:35][cH:36]4)[cH:22][c:23]4[n:24]([c:25]3[cH:26][cH:27]2)[n:28][n:29][n:30]4)[n:15][n:14]1. Reactants: OC1CCN(CC1)CCCC(=O)C1=CC(=C(C(=C1)OC)OC)OC (4-(4-hydroxy-1-piperidinyl)-1-(3,4,5-trimethoxyphenyl)-1-butanone), [H-].[Na+] (sodium hydride), NC1=C(C=C(C2=C1CCCO2)C(=O)O)Cl (5-amino-6-chloro-3,4-dihydro-2H-1-benzopyran-8-carboxylic acid), C(=O)(N1C=NC=C1)N1C=NC=C1 (1,1'-carbonylbis-1H-imidazole). Solvent: O1CCCC1 (tetrahydrofuran), O1CCCC1 (tetrahydrofuran), C(C)#N (acetonitril). Run at time 2 hour. Yields the product NC1=C(C=C(C2=C1CCCO2)C(=O)OC2CCN(CC2)CCCC(C2=CC(=C(C(=C2)OC)OC)OC)=O)Cl (1-[4-oxo-4-(3,4,5-trimethoxyphenyl)butyl]-4-piperidinyl 5-amino-6-chloro-3,4-dihydro-2H-benzopyran-8-carboxylate). Yield: 18.1%. RXN SMILES: [OH:1][CH:2]1[CH2:7][CH2:6][N:5]([CH2:8][CH2:9][CH2:10][C:11]([C:13]2[CH:18]=[C:17]([O:19][CH3:20])[C:16]([O:21][CH3:22])=[C:15]([O:23][CH3:24])[CH:14]=2)=[O:12])[CH2:4][CH2:3]1.[H-].[Na+].[NH2:27][C:28]1[C:33]2[CH2:34][CH2:35][CH2:36][O:37][C:32]=2[C:31]([C:38](O)=[O:39])=[CH:30][C:29]=1[Cl:41].C(N1C=CN=C1)(N1C=CN=C1)=O>O1CCCC1.C(#N)C>[NH2:27][C:28]1[C:33]2[CH2:34][CH2:35][CH2:36][O:37][C:32]=2[C:31]([C:38]([O:1][CH:2]2[CH2:3][CH2:4][N:5]([CH2:8][CH2:9][CH2:10][C:11](=[O:12])[C:13]3[CH:18]=[C:17]([O:19][CH3:20])[C:16]([O:21][CH3:22])=[C:15]([O:23][CH3:24])[CH:14]=3)[CH2:6][CH2:7]2)=[O:39])=[CH:30][C:29]=1[Cl:41] |f:1.2|. Reported procedure: 4-(4-hydroxy-1-piperidinyl)-1-(3,4,5-trimethoxyphenyl)-1-butanone (3.3 g) was added to a solution of sodium hydride (0.4 g) in tetrahydrofuran (100 ml) (solution I) under a N2 flow. A mixture of 5-amino-6-chloro-3,4-dihydro-2H-1-benzopyran-8-carboxylic acid (2.14 g) and 1,1'-carbonylbis-1H-imidazole (2 g) in acetonitril (100 ml) was stirred for 2 hours at room temperature and the solvent was evaporated. The residue was dissolved in tetrahydrofuran (100 ml) (solution II). At room temperature, sol...